This data is from the Open Reaction Database (ORD), a public repository of structured organic reaction records. The task is: describe an organic reaction: reactants, conditions, products, and yield Reactants: CCON, Cl, C1CCOC1, O, CCC(=O)C1=C(O)CC(c2ccc(NS(C)(=O)=O)cc2)CC1=O. Product: CCON=C(CC)C1=C(O)CC(c2ccc(NS(C)(=O)=O)cc2)CC1=O. RXN SMILES: [CH2:29]([CH3:30])[O:31][NH2:32].[ClH:33].[O:1]1[CH2:2][CH2:3][CH2:4][CH2:5]1.[OH2:34].[OH:6][C:7]1=[C:8]([C:25]([CH2:26][CH3:27])=[O:28])[C:9](=[O:24])[CH2:10][CH:11]([c:13]2[cH:14][cH:15][c:16]([NH:19][S:20](=[O:21])(=[O:22])[CH3:23])[cH:17][cH:18]2)[CH2:12]1>>[OH:6][C:7]1=[C:8]([C:25]([CH2:26][CH3:27])=[N:32][O:31][CH2:29][CH3:30])[C:9](=[O:24])[CH2:10][CH:11]([c:13]2[cH:14][cH:15][c:16]([NH:19][S:20](=[O:21])(=[O:22])[CH3:23])[cH:17][cH:18]2)[CH2:12]1.